Dataset: the Open Reaction Database (ORD), a public repository of structured organic reaction records. Task: describe an organic reaction: reactants, conditions, products, and yield The reactants are C1(=CC=CC=C1)S(=O)(=O)C1(C=CCCC1)CCOCC1=CC=CC=C1 ([2-(1-Benzenesulfonyl-cyclohex-2-enyl)-ethoxymethyl]-benzene), CC(C)([O-])C.[K+] (potassium tert.-butoxide). Solvent: C(C)(C)(C)O (tert. butanol). Conditions: temperature 80 celsius, time 32 hour. Yields the product C1(=CC=CCC1)CCOCC1=CC=CC=C1 ((2-Cyclohexa-1,3-dienyl-ethoxymethyl)-benzene). RXN SMILES: C1(S([C:10]2([CH2:16][CH2:17][O:18][CH2:19][C:20]3[CH:25]=[CH:24][CH:23]=[CH:22][CH:21]=3)[CH2:15][CH2:14][CH2:13][CH:12]=[CH:11]2)(=O)=O)C=CC=CC=1.CC(C)([O-])C.[K+]>C(O)(C)(C)C>[C:10]1([CH2:16][CH2:17][O:18][CH2:19][C:20]2[CH:21]=[CH:22][CH:23]=[CH:24][CH:25]=2)[CH2:15][CH2:14][CH:13]=[CH:12][CH:11]=1 |f:1.2|. Procedure details: [2-(1-Benzenesulfonyl-cyclohex-2-enyl)-ethoxymethyl]-benzene (8) (16 g, 44.9 mmol) is dissolved in tert. butanol (450 ml) and after addition of potassium tert.-butoxide (11.1 g, 98.7 mmol) the mixture is stirred for 32 h at 80° C. Then the mixture is poured on ice and extracted with pentane. The organic layer is separated, washed with saturated NaCl-solution and dried over Na2SO4. The crude product is purified by Flash-chromatography (ethyl acetate/hexanes (1:9), silicagel). The reactants are CCO, [H][H], CC(CCCCn1c(=O)c2c(ncn2C)n(C)c1=O)N=[N+]=[N-]. Yields the product CC(N)CCCCn1c(=O)c2c(ncn2C)n(C)c1=O. RXN SMILES: [CH3:25][CH2:26][OH:27].[H:23][H:24].[N:1](=[N+:2]=[N-:3])[CH:4]([CH2:5][CH2:6][CH2:7][CH2:8][n:9]1[c:10](=[O:11])[n:12]([CH3:21])[c:13]2[n:14][cH:15][n:16]([CH3:20])[c:17]2[c:18]1=[O:19])[CH3:22]>>[NH2:1][CH:4]([CH2:5][CH2:6][CH2:7][CH2:8][n:9]1[c:10](=[O:11])[n:12]([CH3:21])[c:13]2[n:14][cH:15][n:16]([CH3:20])[c:17]2[c:18]1=[O:19])[CH3:22]. Reactants: CCO, COc1cccnc1-c1cccc([N+](=O)[O-])c1. Product: COc1cccnc1-c1cccc(N)c1. As a reaction SMILES: [CH3:18][CH2:19][OH:20].[CH3:1][O:2][c:3]1[c:4](-[c:9]2[cH:10][c:11]([N+:15]([O-:16])=[O:17])[cH:12][cH:13][cH:14]2)[n:5][cH:6][cH:7][cH:8]1>>[CH3:1][O:2][c:3]1[c:4](-[c:9]2[cH:10][c:11]([NH2:15])[cH:12][cH:13][cH:14]2)[n:5][cH:6][cH:7][cH:8]1. Reactants: COC1=C(C=C(C=C1)Cl)B(O)O (2-methoxy-5-chlorophenylboronic acid), C(=O)(O)C1=CC=C(C=C1)B(O)O (4-carboxyphenylboronic acid), BrC=1C=NC=C(C(=O)O)C1 (5-bromonicotinic acid), 1a. The product is ClC=1C=CC(=C(C1)C=1C=NC=C(C(=O)O)C1)OC (5-(5-chloro-2-methoxyphenyl)-nicotinic Acid). RXN SMILES: [CH3:1][O:2][C:3]1[CH:8]=[CH:7][C:6]([Cl:9])=[CH:5][C:4]=1B(O)O.C(C1C=CC(B(O)O)=CC=1)(O)=O.Br[C:26]1[CH:27]=[N:28][CH:29]=[C:30]([CH:34]=1)[C:31]([OH:33])=[O:32]>>[Cl:9][C:6]1[CH:7]=[CH:8][C:3]([O:2][CH3:1])=[C:4]([C:26]2[CH:27]=[N:28][CH:29]=[C:30]([CH:34]=2)[C:31]([OH:33])=[O:32])[CH:5]=1. Procedure: Following the procedure of Example 1b), except substituting 2-methoxy-5-chlorophenylboronic acid; for 4-carboxyphenylboronic acid; and substituting 5-bromonicotinic acid; for the compound of 1a), the title compound was prepared. MS (ES) m/z 264 [M+H]. Reactants: FC(C(CC(C)=O)=O)(F)F (1,1,1,-trifluoro-2,4-pentanedione), CNN (methyl hydrazine). The solvent is C(C)O (ethanol), C(C)O (ethanol). Conditions: time 30 minute. The product is CN1N=C(C=C1C)C(F)(F)F (1,5-Dimethyl-3-(trifluoromethyl)pyrazole). The yield is 95.0%. Reaction SMILES: [F:1][C:2]([F:10])([F:9])[C:3](=O)[CH2:4][C:5](=O)[CH3:6].[CH3:11][NH:12][NH2:13]>C(O)C>[CH3:11][N:12]1[C:5]([CH3:6])=[CH:4][C:3]([C:2]([F:10])([F:9])[F:1])=[N:13]1. Reported procedure: To a solution 25.0 grams of 1,1,1,-trifluoro-2,4-pentanedione in 150 ml of ethanol (anhydrous, 5% methanol) at 10 C. was added dropwise over 35 minutes a solution 8.3 grams of methyl hydrazine in 25 ml of ethanol. The reaction temperature did not exceed 20 C. After an additional 30 minutes of stirring, the cooling bath was removed and the reaction was allowed to stir for one hour. Then five ml of glacial acetic acid was added and the reaction was refluxed for four hours. The reaction was then co...